From a dataset of the Open Reaction Database (ORD), a public repository of structured organic reaction records. describe an organic reaction: reactants, conditions, products, and yield Reactants: C(CCl)Cl (EDC), C(C)(C)(C)OC(=O)NC(CCC(=O)O)C(=O)OC (4-(tert-butoxycarbonylamino)-5-methoxy-5-oxopentanoic acid), COC[C@H]1NCCC1 ((S)-2-(methoxymethyl)-pyrrolidine), O.ON1N=NC2=C1C=CC=C2 (1-hydroxybenzotriazole hydrate). Solvent: C(Cl)Cl (CH2Cl2), C(Cl)Cl (CH2Cl2). Reaction conditions: time 12 hour. The product is COC(C(CCC(=O)N1[C@@H](CCC1)COC)NC(=O)OC(C)(C)C)=O (2-tert-butoxycarbonylamino-5-((S)-2-methoxymethyl-pyrrolidin-1-yl)-5-oxo-pentanoic acid methyl ester). Yield: 94.9%. RXN SMILES: [C:1]([O:5][C:6]([NH:8][CH:9]([C:15]([O:17][CH3:18])=[O:16])[CH2:10][CH2:11][C:12]([OH:14])=O)=[O:7])([CH3:4])([CH3:3])[CH3:2].[CH3:19][O:20][CH2:21][C@@H:22]1[CH2:26][CH2:25][CH2:24][NH:23]1.O.ON1C2C=CC=CC=2N=N1.C(Cl)CCl>C(Cl)Cl>[CH3:18][O:17][C:15](=[O:16])[CH:9]([NH:8][C:6]([O:5][C:1]([CH3:2])([CH3:3])[CH3:4])=[O:7])[CH2:10][CH2:11][C:12]([N:23]1[CH2:24][CH2:25][CH2:26][C@H:22]1[CH2:21][O:20][CH3:19])=[O:14] |f:2.3|. Reported procedure: To a mixture of 4-(tert-butoxycarbonylamino)-5-methoxy-5-oxopentanoic acid (1.05 g, 4 mmol), (S)-2-(methoxymethyl)-pyrrolidine (0.46 g, 4 mmol), and 1-hydroxybenzotriazole hydrate (HOBt hydrate, 0.54 g, 4 mmol) in CH2Cl2 (10 mL) was added EDC (0.77 g, 4 mmol). The reaction mixture was stirred at ambient temperature for 12 h, diluted with CH2Cl2 (40 mL), washed sequentially with saturated aqueous sodium bicarbonate (20 mL), 0.5 N aqueous citric acid (20 mL) and brine (20 mL), dried over magnesium... Reactants: COC1=C(NC=C1)\C=C/1\C2=C(NC1=O)SC(=C2)C(=O)OC(C)(C)C (tert-Butyl (Z)-5,6-dihydro-4-[(3-methoxy-1H-pyrrol-2-yl)methylene]-5-oxo-4H-thieno[2,3-b]pyrrole-2-carboxylate), FC(C(=O)O)(F)F (trifluoroacetic acid). The solvent is ClCCl (dichloromethane). Run at temperature 0 celsius, time 3 hour. The product is COC1=C(NC=C1)\C=C/1\C2=C(NC1=O)SC(=C2)C(=O)O ((Z)-5,6-dihydro-4-[(3-methoxy-1H-pyrrol-2-yl)methylene]-5-oxo-4H-thieno[2,3-b]pyrrole-2-carboxylic acid). Isolated yield 71.3%. RXN SMILES: [CH3:1][O:2][C:3]1[CH:7]=[CH:6][NH:5][C:4]=1/[CH:8]=[C:9]1/[C:10]2[CH:17]=[C:16]([C:18]([O:20]C(C)(C)C)=[O:19])[S:15][C:11]=2[NH:12][C:13]/1=[O:14].FC(F)(F)C(O)=O>ClCCl>[CH3:1][O:2][C:3]1[CH:7]=[CH:6][NH:5][C:4]=1/[CH:8]=[C:9]1/[C:10]2[CH:17]=[C:16]([C:18]([OH:20])=[O:19])[S:15][C:11]=2[NH:12][C:13]/1=[O:14]. Procedure: tert-Butyl (Z)-5,6-dihydro-4-[(3-methoxy-1H-pyrrol-2-yl)methylene]-5-oxo-4H-thieno[2,3-b]pyrrole-2-carboxylate (0.5 g, 1.45 mmol) was dissolved in dichloromethane (8 ml), cooled to 0° C., treated with trifluoroacetic acid (2 ml) and stirred for 3 hours warming to room temperature. The reaction mixture was evaporated to dryness and triturated with diethyl ether to give 300 mg of (Z)-5,6-dihydro-4-[(3-methoxy-1H-pyrrol-2-yl)methylene]-5-oxo-4H-thieno[2,3-b]pyrrole-2-carboxylic acid as a red solid.... Reactants: CS(=O)(=O)N1CCC(CC1)CN(C1CC2=CC(=CC=C2CC1)N)CCC (N-(1-methanesulfonyl-piperidin-4-ylmethyl)-N-propyl-1,2,3,4-tetrahydro-naphthalene-2,7-diamine), solution, solution, C(C(C)C)(=O)Cl (isobutyryl chloride). The solvent is ClCCl (dichloromethane), ClCCl (dichloromethane), CCN(C(C)C)C(C)C (DIEA). Run at temperature 25 celsius, time 72 hour. The product is CS(=O)(=O)N1CCC(CC1)CN(C1CCC=2C=CC(=CC2C1)NC(C(C)C)=O)CCC (N-{7-[(1-methanesulfonyl-piperidin-4-ylmethyl)-propyl-amino]-5,6,7,8-tetrahydro-naphthalen-2-yl}-isobutyramide). RXN SMILES: [CH3:1][S:2]([N:5]1[CH2:10][CH2:9][CH:8]([CH2:11][N:12]([CH2:24][CH2:25][CH3:26])[CH:13]2[CH2:22][CH2:21][C:20]3[C:15](=[CH:16][C:17]([NH2:23])=[CH:18][CH:19]=3)[CH2:14]2)[CH2:7][CH2:6]1)(=[O:4])=[O:3].[C:27](Cl)(=[O:31])[CH:28]([CH3:30])[CH3:29]>ClCCl.CCN(C(C)C)C(C)C>[CH3:1][S:2]([N:5]1[CH2:10][CH2:9][CH:8]([CH2:11][N:12]([CH2:24][CH2:25][CH3:26])[CH:13]2[CH2:14][C:15]3[CH:16]=[C:17]([NH:23][C:27](=[O:31])[CH:28]([CH3:30])[CH3:29])[CH:18]=[CH:19][C:20]=3[CH2:21][CH2:22]2)[CH2:7][CH2:6]1)(=[O:4])=[O:3]. Reported procedure: To a solution of N-(1-methanesulfonyl-piperidin-4-ylmethyl)-N-propyl-1,2,3,4-tetrahydro-naphthalene-2,7-diamine (200 μL of a 0.25 M solution in dichloromethane, 50 μmole) was added 220 μL of a 0.25 M solution of isobutyryl chloride in dichloromethane and 30 μL of DIEA. The solution was allowed to stir for 72 h at 25° C. under N2 and was then concentrated in vacuo. The final product was isolated by preparative RPHPLC (YMC Combiprep ODS-A column, 10-90% acetonitrile: water (0.1% TFA)) to afford N-... Reactants: CN(C)C(=[N+](C)C)ON1C2=C(C=CC=C2)N=N1.[B-](F)(F)(F)F (TBTU), C(C)(C)(C)OC(=O)NC1(CCOCC1)C(=O)O (4-(tert-Butoxycarbonylamino)tetrahydro-2H-pyran-4-carboxylic acid), N[C@H](C(=O)N)CC1=CC=C(C=C1)C1=CC=C(C=C1)C#N ((S)-2-Amino-3-(4′-cyanobiphenyl-4-yl)propanamide), C(C)N(C(C)C)C(C)C (N-ethyl-N-isopropylpropan-2-amine). Run in CN(C)C=O (DMF). Conditions: time 2 day. Yields the product NC([C@H](CC1=CC=C(C=C1)C1=CC=C(C=C1)C#N)NC(=O)C1(CCOCC1)NC(OC(C)(C)C)=O)=O ((S)-tert-Butyl 4-(1-amino-3-(4′-cyanobiphenyl-4-yl)-1-oxopropan-2-ylcarbamoyl)tetrahydro-2H-pyran-4-ylcarbamate). Reaction SMILES: [C:1]([O:5][C:6]([NH:8][C:9]1([C:15]([OH:17])=O)[CH2:14][CH2:13][O:12][CH2:11][CH2:10]1)=[O:7])([CH3:4])([CH3:3])[CH3:2].[NH2:18][C@@H:19]([CH2:23][C:24]1[CH:29]=[CH:28][C:27]([C:30]2[CH:35]=[CH:34][C:33]([C:36]#[N:37])=[CH:32][CH:31]=2)=[CH:26][CH:25]=1)[C:20]([NH2:22])=[O:21].C(N(C(C)C)C(C)C)C.CN(C(ON1N=NC2C=CC=CC1=2)=[N+](C)C)C.[B-](F)(F)(F)F>CN(C=O)C>[NH2:22][C:20](=[O:21])[C@@H:19]([NH:18][C:15]([C:9]1([NH:8][C:6](=[O:7])[O:5][C:1]([CH3:2])([CH3:3])[CH3:4])[CH2:10][CH2:11][O:12][CH2:13][CH2:14]1)=[O:17])[CH2:23][C:24]1[CH:25]=[CH:26][C:27]([C:30]2[CH:35]=[CH:34][C:33]([C:36]#[N:37])=[CH:32][CH:31]=2)=[CH:28][CH:29]=1 |f:3.4|. Procedure: 4-(tert-Butoxycarbonylamino)tetrahydro-2H-pyran-4-carboxylic acid (374 mg), (S)-2-amino-3-(4′-cyanobiphenyl-4-yl)propanamide (Example 3, step (iii), 405 mg) and N-ethyl-N-isopropylpropan-2-amine (0.664 mL) were dissolved in DMF (10 mL) and to the solution was added TBTU (734 mg). The reaction mixture was stirred at room temperature for 2 days. The reaction mixture was evaporated to dryness, dissolved in dichloromethane (20 mL) and was absorbed onto silica. The product was purified by chromatogra...